Dataset: the Open Reaction Database (ORD), a public repository of structured organic reaction records. Task: describe an organic reaction: reactants, conditions, products, and yield Starting materials: COCOc1cc(COCc2ccccc2)c(C(=O)O)c(OCOC)c1, CCN=C=NCCCN(C)C, ClCCl, Cl, Nc1ccccc1, C1CCOC1, O, On1nnc2ccccc21. Product: COCOc1cc(COCc2ccccc2)c(C(=O)Nc2ccccc2)c(OCOC)c1. RXN SMILES: [CH2:1]([c:2]1[cH:3][cH:4][cH:5][cH:6][cH:7]1)[O:8][CH2:9][c:10]1[c:11]([C:12](=[O:13])[OH:14])[c:15]([O:23][CH2:24][O:25][CH3:26])[cH:16][c:17]([O:19][CH2:20][O:21][CH3:22])[cH:18]1.[CH3:46][N:47]([CH3:48])[CH2:49][CH2:50][CH2:51][N:52]=[C:53]=[N:54][CH2:55][CH3:56].[Cl:62][CH2:63][Cl:64].[ClH:45].[NH2:27][c:28]1[cH:29][cH:30][cH:31][cH:32][cH:33]1.[O:57]1[CH2:58][CH2:59][CH2:60][CH2:61]1.[OH2:34].[OH:35][n:36]1[c:37]2[cH:38][cH:39][cH:40][cH:41][c:42]2[n:43][n:44]1>>[CH2:1]([c:2]1[cH:3][cH:4][cH:5][cH:6][cH:7]1)[O:8][CH2:9][c:10]1[c:11]([C:12](=[O:13])[NH:27][c:28]2[cH:29][cH:30][cH:31][cH:32][cH:33]2)[c:15]([O:23][CH2:24][O:25][CH3:26])[cH:16][c:17]([O:19][CH2:20][O:21][CH3:22])[cH:18]1. Reactants: CC(=O)OO, CC(=O)O, O=[N+]([O-])c1cc(CS(=O)c2cccc[n+]2[O-])cc([N+](=O)[O-])c1. RXN SMILES: [C:23]([O:24][OH:26])(=[O:25])[CH3:27].[CH3:28][C:29](=[O:30])[OH:31].[N+:1](=[O:2])([O-:3])[c:4]1[cH:5][c:6]([CH2:13][S:14](=[O:15])[c:16]2[n+:17]([O-:22])[cH:18][cH:19][cH:20][cH:21]2)[cH:7][c:8]([N+:10](=[O:11])[O-:12])[cH:9]1>>[N+:1](=[O:2])([O-:3])[c:4]1[cH:5][c:6]([CH2:13][S:14](=[O:15])([c:16]2[n+:17]([O-:22])[cH:18][cH:19][cH:20][cH:21]2)=[O:25])[cH:7][c:8]([N+:10](=[O:11])[O-:12])[cH:9]1. Product: O=[N+]([O-])c1cc(CS(=O)(=O)c2cccc[n+]2[O-])cc([N+](=O)[O-])c1. Product: ClC1=C(C(=O)NCC2(CC2)C=2C(=NC(=CC2)Cl)Cl)C=CC=N1 (2-Chloro-N-[1-(2,6-dichloro-pyridin-3-yl)-cyclopropylmethyl]nicotinamide). The reactants are FC(C=1C(=NC=CC1)C(=O)O)(F)F (3-(trifluoromethyl)pyridine-2-carboxylic acid), CCN=C=NCCCN(C)C.Cl (EDCI.HCl), C1=CC=C2C(=C1)N=NN2O.O (HOBT hydrate), ClC1=NC=CC=C1C(=O)O (2-chloropyridine-3-carboxylic acid), ClC1=NC(=CC=C1C1(CC1)CN)Cl (C-[1-(2,6-dichloro-pyridin-3-yl)-cyclopropyl]-methylamine). Solvent: C(C)N(CC)CC (triethylamine), ClCCl (dichloromethane), O (water). Conditions: temperature 0 celsius, time 14 hour. Procedure: 0.45 ml of C-[1-(2,6-dichloro-pyridin-3-yl)-cyclopropyl]-methylamine was dissolved in 1.5 ml of dichloromethane under argon and 0.11 ml of triethylamine was added at ambient temperature. Ther reaction mixture was cooled at 0° C. and 383 mg of 3-(trifluoromethyl)pyridine-2-carboxylic acid, 145 mg of EDCI.HCl, 103 mg of HOBT hydrate and 59 mg of 2-chloropyridine-3-carboxylic acid were added sequentially. The reaction mixture was stirred at ambient temperature for 14 hours. Then water was added, th... Reaction SMILES: [Cl:1][C:2]1[C:7]([C:8]2([CH2:11][NH2:12])[CH2:10][CH2:9]2)=[CH:6][CH:5]=[C:4]([Cl:13])[N:3]=1.FC(F)(F)C1C(C(O)=O)=NC=CC=1.CCN=C=NCCCN(C)C.Cl.C1C=C2N=NN(O)C2=CC=1.O.[Cl:50][C:51]1[C:56]([C:57](O)=[O:58])=[CH:55][CH:54]=[CH:53][N:52]=1>ClCCl.O.C(N(CC)CC)C>[Cl:50][C:51]1[N:52]=[CH:53][CH:54]=[CH:55][C:56]=1[C:57]([NH:12][CH2:11][C:8]1([C:7]2[C:2]([Cl:1])=[N:3][C:4]([Cl:13])=[CH:5][CH:6]=2)[CH2:9][CH2:10]1)=[O:58] |f:2.3,4.5|. Reactants: O.NN (Hydrazine monohydrate), C1(CCCCC1)C1=CC=C(C=C1)NC(C(=O)OC)=O (methyl [(4-cyclohexylphenyl)amino](oxo)acetate). Solvent: C(C)O (ethanol). Reaction conditions: temperature 85 celsius, time 3 hour. The product is C1(CCCCC1)C1=CC=C(C=C1)NC(C(=O)NN)=O (N-(4-Cyclohexylphenyl)-2-hydrazino-2-oxoacetamide). As a reaction SMILES: O.[NH2:2][NH2:3].[CH:4]1([C:10]2[CH:15]=[CH:14][C:13]([NH:16][C:17](=[O:22])[C:18](OC)=[O:19])=[CH:12][CH:11]=2)[CH2:9][CH2:8][CH2:7][CH2:6][CH2:5]1>C(O)C>[CH:4]1([C:10]2[CH:15]=[CH:14][C:13]([NH:16][C:17](=[O:22])[C:18]([NH:2][NH2:3])=[O:19])=[CH:12][CH:11]=2)[CH2:9][CH2:8][CH2:7][CH2:6][CH2:5]1 |f:0.1|. Procedure: Hydrazine monohydrate (7.40 mL) was added to a stirred suspension of methyl [(4-cyclohexylphenyl)amino](oxo)acetate (3990 mg) in ethanol (50 mL) at ambient temperature. The reaction was heated to 85° C. and allowed to stir for a further 3 hours. Allowed to cool to ambient temperature overnight. The precipitate was filtered off, washed with Et2O and dried under vacuum, to give the title compound (Intermediate 47, 3750 mg) as a solid; 1H NMR δ10.42 (1H, s), 10.17 (1H, s), 7.68 (2H, d), 7.16 (2H, d... The reactants are C(=O)(OC(C)(C)C)N1CCN(CC1)NC(CC1=CC=CC=C1)=O (1-BOC-4-phenylacetamidopiperazine), C(C)C1=CC=2C(=NC(=NC2S1)CCC)N1CCN(CC1)C(=O)OC(C)(C)C (tert-butyl 4-(6-ethyl-2-propylthiopheno[3,2-e]pyrimidin-4-yl)piperazinecarboxylate). The product is C(C)C1=CC=2C(=NC(=NC2S1)CCC)N1CCN(CC1)C(CC1=CC=CC=C1)=O (1-[4-(6-ethyl-2-propylthiopheno[3,2-e]pyrimidin-4-yl)piperazinyl]-2-phenylethan-1-one). Yield: 36.0%. As a reaction SMILES: C(N1CCN([NH:14][C:15](=[O:23])[CH2:16][C:17]2[CH:22]=[CH:21][CH:20]=[CH:19][CH:18]=2)CC1)(OC(C)(C)C)=O.[CH2:24]([C:26]1[S:34][C:33]2[N:32]=[C:31]([CH2:35][CH2:36][CH3:37])[N:30]=[C:29]([N:38]3[CH2:43][CH2:42]N(C(OC(C)(C)C)=O)[CH2:40][CH2:39]3)[C:28]=2[CH:27]=1)[CH3:25]>>[CH2:24]([C:26]1[S:34][C:33]2[N:32]=[C:31]([CH2:35][CH2:36][CH3:37])[N:30]=[C:29]([N:38]3[CH2:43][CH2:42][N:14]([C:15](=[O:23])[CH2:16][C:17]4[CH:18]=[CH:19][CH:20]=[CH:21][CH:22]=4)[CH2:40][CH2:39]3)[C:28]=2[CH:27]=1)[CH3:25]. Procedure details: Phenylacetamidopiperazine hydrochloride (Example 141) was reacted 2-propyl-4-chloro-6-ethylthienopyrimidine (Example 159) according to Example 87. Yield 36%, ES-MS: (M+H)+ 409. The reactants are FC(CC1=CC=C(C=C1)N1C(C2(CC1)CC(NCC2)=O)=O)(F)F (2-(4-(2,2,2-trifluoroethyl)phenyl)-2,8-diazaspiro[4.5]decane-1,7-dione), ClC1=C(C=CC=C1)S(=O)(=O)Cl (2-chlorobenzenesulfonyl chloride). Product: ClC1=C(C=CC=C1)S(=O)(=O)N1C(CC2(CCN(C2=O)C2=CC=C(C=C2)CC(F)(F)F)CC1)=O (8-(2-chlorophenylsulfonyl)-2-(4-(2,2,2-trifluoroethyl)phenyl)-2,8-diazaspiro[4.5]decane-1,7-dione). Reaction SMILES: [F:1][C:2]([F:23])([F:22])[CH2:3][C:4]1[CH:9]=[CH:8][C:7]([N:10]2[CH2:14][CH2:13][C:12]3([CH2:19][CH2:18][NH:17][C:16](=[O:20])[CH2:15]3)[C:11]2=[O:21])=[CH:6][CH:5]=1.[Cl:24][C:25]1[CH:30]=[CH:29][CH:28]=[CH:27][C:26]=1[S:31](Cl)(=[O:33])=[O:32]>>[Cl:24][C:25]1[CH:30]=[CH:29][CH:28]=[CH:27][C:26]=1[S:31]([N:17]1[CH2:18][CH2:19][C:12]2([C:11](=[O:21])[N:10]([C:7]3[CH:8]=[CH:9][C:4]([CH2:3][C:2]([F:1])([F:22])[F:23])=[CH:5][CH:6]=3)[CH2:14][CH2:13]2)[CH2:15][C:16]1=[O:20])(=[O:33])=[O:32]. Reported procedure: This material was prepared as a white solid in analogy to example 3) from 2-(4-(2,2,2-trifluoroethyl)phenyl)-2,8-diazaspiro[4.5]decane-1,7-dione and 2-chlorobenzenesulfonyl chloride. MS (ESI): 501.08 (MH+). As a reaction SMILES: C([C:5]1[CH:10]=CC=CC=1O)(C)(C)C.[C:12]1([O-])[CH:17]=CC=CC=1.[Al+3:19].[C:20]1([O-])[CH:25]=CC=CC=1.[C:27]1([O-:33])[CH:32]=[CH:31][CH:30]=[CH:29][CH:28]=1.[Al]>C1(O)C=CC=CC=1>[CH2:25]([Al:19]([CH2:10][CH3:5])[CH2:17][CH3:12])[CH3:20].[C:27]1([OH:33])[CH:32]=[CH:31][CH:30]=[CH:29][CH:28]=1 |f:1.2.3.4|. Run in C1(=CC=CC=C1)O (phenol), C1(=CC=CC=C1)O (phenol). Reported procedure: It is known that 2,6-di-tert-butylphenol can be obtained by the addition of isobutene to phenol or to 2-tert-butylphenol in the presence of aluminum phenolates (cf. Ullmann, "Enzyklopaedie der Technischen Chemie [Encyclopedia of Industrial Chemistry]," Volume 18 (1979), page 205 ff.). The alkylation of phenol or 2-tert-butylphenol is usually performed in the presence of aluminum phenolate at 100° C. and above, typically at 110° C. to 120° C., under pressure, which can be up to 25 bars. The catal... Reactants: [Al] (aluminum), C1(=CC=CC=C1)[O-].[Al+3].C1(=CC=CC=C1)[O-].C1(=CC=CC=C1)[O-] (aluminum phenolate), C(C)(C)(C)C1=C(C=CC=C1)O (2-tert-butylphenol). The product is aluminum alcoholates, C(C)[Al](CC)CC (triethyl aluminum), C1(=CC=CC=C1)O (phenol). Reactants: F[C@@H]1[C@@H]2C=3C=CC(=CC3C[C@H]([C@H]2[C@@H]2CCC([C@@]2(C)C1)=O)CCCCCN(CCC(C(C(C(F)(F)F)(F)F)(F)F)(F)F)C)O (11β-fluoro-3-hydroxy-7α-{5-[methyl-(3,3,4,4,5,5,6,6,6-nonafluoro-hexyl)-amino]-pentyl}-estra-1,3,5(10)-trien-17-one), [BH4-].[Na+] (sodium borohydride). Solvent: CO (methanol). Conditions: time 30 minute. Product: F[C@@H]1[C@@H]2C=3C=CC(=CC3C[C@H]([C@H]2[C@@H]2CC[C@@H]([C@@]2(C)C1)O)CCCCCN(CCC(C(C(C(F)(F)F)(F)F)(F)F)(F)F)C)O (11β-fluoro-7α-{5-[methyl-(3,3,4,4,5,5,6,6,6-nonafluoro-hexyl)-amino]-pentyl}-estra-1,3,5(10)-triene-3,17β-diol). The yield is 65.4%. Reaction SMILES: [F:1][C@H:2]1[CH2:19][C@@:17]2([CH3:18])[C@@H:13]([CH2:14][CH2:15][C:16]2=[O:20])[C@H:12]2[C@H:3]1[C:4]1[CH:5]=[CH:6][C:7]([OH:43])=[CH:8][C:9]=1[CH2:10][C@H:11]2[CH2:21][CH2:22][CH2:23][CH2:24][CH2:25][N:26]([CH3:42])[CH2:27][CH2:28][C:29]([F:41])([F:40])[C:30]([F:39])([F:38])[C:31]([F:37])([F:36])[C:32]([F:35])([F:34])[F:33].[BH4-].[Na+]>CO>[F:1][C@H:2]1[CH2:19][C@@:17]2([CH3:18])[C@@H:13]([CH2:14][CH2:15][C@@H:16]2[OH:20])[C@H:12]2[C@H:3]1[C:4]1[CH:5]=[CH:6][C:7]([OH:43])=[CH:8][C:9]=1[CH2:10][C@H:11]2[CH2:21][CH2:22][CH2:23][CH2:24][CH2:25][N:26]([CH3:42])[CH2:27][CH2:28][C:29]([F:40])([F:41])[C:30]([F:38])([F:39])[C:31]([F:36])([F:37])[C:32]([F:33])([F:34])[F:35] |f:1.2|. Reported procedure: 160 mg of 11β-fluoro-3-hydroxy-7α-{5-[methyl-(3,3,4,4,5,5,6,6,6-nonafluoro-hexyl)-amino]-pentyl}-estra-1,3,5(10)-trien-17-one is dissolved in 5 ml of methanol and mixed with 28 mg of sodium borohydride. After 30 minutes of stirring at room temperature, the batch is added to saturated common salt solution, extracted with methylene chloride, dried on magnesium sulfate and concentrated by evaporation in a vacuum. After the crude product is chromatographed on silica gel with a methylene chloride-MTB... Reactants: CC=1C=CC(=C2C1OCC21CC1)O (7-methylspiro[2H-benzofuran-3,1′-cyclopropane]-4-ol), CC=1C=CC(=C2C1OCC21CC1)O (7-methylspiro[2H-benzofuran-3,1′-cyclopropane]-4-ol), CN(C)C=O (DMF), ClC1=NC=C(C=N1)N1C(N[C@](C1=O)(C)CC)=O ((5R)-3-(2-chloropyrimidin-5-yl)-5-ethyl-5-methyl-imidazolidine-2,4-dione), ClC1=NC=C(C=N1)N1C(N[C@](C1=O)(C)CC)=O ((5R)-3-(2-chloropyrimidin-5-yl)-5-ethyl-5-methyl-imidazolidine-2,4-dione). Reaction conditions: temperature 80 celsius, time 2 hour. Yields the product C(C)[C@@]1(C(N(C(N1)=O)C=1C=NC(=NC1)OC1=CC=C(C2=C1C1(CC1)CO2)C)=O)C ((5R)-5-ethyl-5-methyl-3-[2-(7-methylspiro[2H-benzofuran-3,1′-cyclopropane]-4-yl)oxypyrimidin-5-yl]imidazolidine-2,4-dione). Yield: 66.6%. As a reaction SMILES: [CH3:1][C:2]1[CH:3]=[CH:4][C:5]([OH:13])=[C:6]2[C:10]3([CH2:12][CH2:11]3)[CH2:9][O:8][C:7]=12.CN(C=O)C.Cl[C:20]1[N:25]=[CH:24][C:23]([N:26]2[C:30](=[O:31])[C@:29]([CH2:33][CH3:34])([CH3:32])[NH:28][C:27]2=[O:35])=[CH:22][N:21]=1>>[CH2:33]([C@@:29]1([CH3:32])[NH:28][C:27](=[O:35])[N:26]([C:23]2[CH:24]=[N:25][C:20]([O:13][C:5]3[C:6]4[C:10]5([CH2:9][O:8][C:7]=4[C:2]([CH3:1])=[CH:3][CH:4]=3)[CH2:12][CH2:11]5)=[N:21][CH:22]=2)[C:30]1=[O:31])[CH3:34]. Procedure: To a solution of 7-methylspiro[2H-benzofuran-3,1′-cyclopropane]-4-ol (Intermediate 156, 18 mg, 0.1 mmol) in dry DMF (1 ml) potassium carbonate (27.6 mg, 0.2 mmol) and then (5R)-3-(2-chloropyrimidin-5-yl)-5-ethyl-5-methyl-imidazolidine-2,4-dione (Intermediate 165, 20 mg, 0.08 mmol) were added and the reaction mixture was stirred for 2 hours at 80° C. After cooling the reaction mixture was quenched with water (1 ml), diluted with brine (5 ml) and extracted with ethyl acetate (2×10 ml). The organic... Starting materials: COC(=O)[C@@]12[C@@H]3[C@]([C@@H](C[C@@H]31)C2)(C(=O)OC)NC(=O)OCC2=CC=CC=C2 ((+/−)-(1R*,2R*,3R*,4S*,6S*)-3-benzyloxycarbonylamino-tricyclo[2.2.1.02,6]heptane-1,3-dicarboxylic acid dimethyl ester), CO (methanol), Cl (HCl). Run in O1CCCC1 (tetrahydrofuran), [OH-].[Na+] (sodium hydroxide). Conditions: time 24 hour. The product is C(C1=CC=CC=C1)OC(=O)N[C@]1([C@H]2[C@@]3([C@H]2C[C@H]1C3)C(=O)O)C(=O)O ((1R*,2R*,3R*,4S*,6S*)-3-Benzyloxycarbonylamino-tricyclo[2.2.1.02,6]heptane-1,3-dicarboxylic acid). The yield is 64.7%. As a reaction SMILES: C[O:2][C:3]([C@:5]12[CH2:11][C@@H:8]3[CH2:9][C@H:10]1[C@H:6]2[C@@:7]3([NH:16][C:17]([O:19][CH2:20][C:21]1[CH:26]=[CH:25][CH:24]=[CH:23][CH:22]=1)=[O:18])[C:12]([O:14]C)=[O:13])=[O:4].CO.Cl>O1CCCC1.[OH-].[Na+]>[CH2:20]([O:19][C:17]([NH:16][C@:7]1([C:12]([OH:14])=[O:13])[C@@H:8]2[CH2:11][C@@:5]3([C:3]([OH:4])=[O:2])[C@@H:10]([CH2:9]2)[C@@H:6]13)=[O:18])[C:21]1[CH:26]=[CH:25][CH:24]=[CH:23][CH:22]=1 |f:4.5|. Reported procedure: A suspension of 2.0 g (5.6 mmole) of (+/−)-(1R*,2R*,3R*,4S*,6S*)-3-benzyloxycarbonylamino-tricyclo[2.2.1.02,6]heptane-1,3-dicarboxylic acid dimethyl ester in a mixture of 30 mL of tetrahydrofuran and 30 mL of 1 N aqueous sodium hydroxide was stirred at room temperature for 24 hours. Because the starting material was unchanged, methanol was added until homogeneity was achieved and the solution was refluxed under nitrogen for 15 hours. The mixture was acidified with concentrated HCl and extracted ...